Dataset: the Open Reaction Database (ORD), a public repository of structured organic reaction records. Task: describe an organic reaction: reactants, conditions, products, and yield Starting materials: N1(C=NC=C1)C1=CC=C(N=N1)Cl (6-(1-imidazolyl)-3-chloropyridazine), fused potassium acetate, C(C)(=O)O (acetic acid). Product: N1(C=NC=C1)C=1C=CC(NN1)=O (6-(1-imidazolyl)-3(2H)-pyridazinone). The yield is 55.0%. As a reaction SMILES: [N:1]1([C:6]2[N:11]=[N:10][C:9](Cl)=[CH:8][CH:7]=2)[CH:5]=[CH:4][N:3]=[CH:2]1.C(O)(=[O:15])C>>[N:1]1([C:6]2[CH:7]=[CH:8][C:9](=[O:15])[NH:10][N:11]=2)[CH:5]=[CH:4][N:3]=[CH:2]1. Procedure: 9.93 g (0.055 mole) of 6-(1-imidazolyl)-3-chloropyridazine [prepared according to J. Med. Chem. 24, 59 (1981)] are boiled with 7.7 g (0.0781 mole) of fused potassium acetate in 114 ml of acetic acid under reflux for 10 hours and then evaporated to dryness under reduced pressure. The residue is taken up in 200 ml of chloroform, the precipitate is filtered off, washed 4 times with water, then with ether and diisopropyl ether and dried to give 4.9 g (55% yield) of the aimed product, m. p. 239°-240°... The reactants are CN(C=CC(=O)C1=NC=CN=C1)C (3-dimethylamino-1-(2-pyrazinyl)-2-propen-1-one), O.NN (hydrazine hydrate). Yields the product N1N=C(C=C1)C1=NC=CN=C1 (1H-pyrazol-3-yl-pyrazine). Reaction SMILES: C[N:2](C)[CH:3]=[CH:4][C:5]([C:7]1[CH:12]=[N:11][CH:10]=[CH:9][N:8]=1)=O.O.[NH2:15]N>>[NH:2]1[CH:3]=[CH:4][C:5]([C:7]2[CH:12]=[N:11][CH:10]=[CH:9][N:8]=2)=[N:15]1 |f:1.2|. Reported procedure: A mixture of 496 mg of 3-dimethylamino-1-(2-pyrazinyl)-2-propen-1-one and 10 ml of hydrazine hydrate was heated at 90°-100° C. for 16 hours, then allowed to cool, giving 210 mg of 1H-pyrazol-3-yl-pyrazine.